Dataset: the Open Reaction Database (ORD), a public repository of structured organic reaction records. Task: describe an organic reaction: reactants, conditions, products, and yield Reactants: OC1=NC(=NC(=C1C)C)NC1=CC=C(C=C1)F (4-hydroxy-2-(4-fluorophenylamino)-5,6-dimethylpyrimidine), [OH-].[Na+] (sodium hydroxide), P(=O)(Cl)(Cl)Cl (phosphorus oxychloride), ice water. The solvent is CN(C=O)C (N,N-dimethylformamide). Run at temperature 80 celsius, time 1 hour. Yields the product ClC1=NC(=NC(=C1C)C)NC1=CC=C(C=C1)F (4-chloro-2-(4-fluorophenylamino)-5,6-dimethylpyrimidine). Isolated yield 96.5%. As a reaction SMILES: O[C:2]1[C:7]([CH3:8])=[C:6]([CH3:9])[N:5]=[C:4]([NH:10][C:11]2[CH:16]=[CH:15][C:14]([F:17])=[CH:13][CH:12]=2)[N:3]=1.P(Cl)(Cl)([Cl:20])=O.[OH-].[Na+]>CN(C)C=O>[Cl:20][C:2]1[C:7]([CH3:8])=[C:6]([CH3:9])[N:5]=[C:4]([NH:10][C:11]2[CH:16]=[CH:15][C:14]([F:17])=[CH:13][CH:12]=2)[N:3]=1 |f:2.3|. Procedure: 40.5 g (174.1 mmole) of 2-(4-fluorophenylamino)-4-hydroxy-5,6-dimethylpyrimidine produced in Example 1 was suspended in 80 ml of N,N-dimethylformamide and the resulting suspension was heated to 80° C. 31.9 g (19.4 ml, 210.1 mmole) of phosphorus oxychloride was added thereto over one hour at constant temperature of 85° C. The reaction solution was stirred for 30 minutes and then 400 g of ice-water was added thereto with stirring. The mixture was adjusted to pH 11 by adding sodium hydroxide and th... Run at time 1.5 hour. Reactants: Cl (HCl), O1CCOCC1 (dioxane), C(C)(C)(C)OC(N[C@@H]([C@@H](C)O)C(N[C@H](C)C1=CC=C(C=N1)C=1C=NC(=CC1)C)=O)=O ({(1S,2R)-2-hydroxy-1-[(R)-1-(6′-methyl-[3,3′]bipyridinyl-6-yl)-ethylcarbamoyl]-propyl}-carbamic acid tert-butyl ester). Procedure details: {(1S,2R)-2-hydroxy-1-[(R)-1-(6′-methyl-[3,3′]bipyridinyl-6-yl)-ethylcarbamoyl]-propyl}-carbamic acid tert-butyl ester (0.23 g, 0.45 mmol) was dissolved in CH2Cl2 (2 mL) and 4M HCl in dioxane (2 mL, 4 mmol) was added. After 1.5 hours, the volatiles were removed under a stream of N2 to give 300 mg of (2S,3R)-2-amino-3-hydroxy-N-[(R)-1-(6′-methyl-[3,3′]bipyridinyl-6-yl)-ethyl]-butyramide trihydrochloride salt as a tan powder, m/z 315.7 [M+H]+. The product is Cl.Cl.Cl.N[C@H](C(=O)N[C@H](C)C1=CC=C(C=N1)C=1C=NC(=CC1)C)[C@@H](C)O ((2S,3R)-2-amino-3-hydroxy-N-[(R)-1-(6′-methyl-[3,3′]bipyridinyl-6-yl)-ethyl]-butyramide trihydrochloride salt). Reaction SMILES: C(OC(=O)[NH:7][C@H:8]([C:12](=[O:29])[NH:13][C@@H:14]([C:16]1[N:21]=[CH:20][C:19]([C:22]2[CH:23]=[N:24][C:25]([CH3:28])=[CH:26][CH:27]=2)=[CH:18][CH:17]=1)[CH3:15])[C@H:9]([OH:11])[CH3:10])(C)(C)C.[ClH:31].O1CCOCC1>C(Cl)Cl>[ClH:31].[ClH:31].[ClH:31].[NH2:7][C@@H:8]([C@H:9]([OH:11])[CH3:10])[C:12]([NH:13][C@@H:14]([C:16]1[N:21]=[CH:20][C:19]([C:22]2[CH:23]=[N:24][C:25]([CH3:28])=[CH:26][CH:27]=2)=[CH:18][CH:17]=1)[CH3:15])=[O:29] |f:4.5.6.7|. Run in C(Cl)Cl (CH2Cl2).